Dataset: the Open Reaction Database (ORD), a public repository of structured organic reaction records. Task: describe an organic reaction: reactants, conditions, products, and yield Reactants: C1CCOC1, CC(C)=O, CO, Cc1cc(N2CCNCC2)cc2[nH]c(-c3c(NC(CO)Cc4ccccc4)cc[nH]c3=O)nc12. The product is Cc1cc(N2CCN(C(C)C)CC2)cc2[nH]c(-c3c(NC(CO)Cc4ccccc4)cc[nH]c3=O)nc12. As a reaction SMILES: [CH2:39]1[O:40][CH2:41][CH2:42][CH2:43]1.[CH3:35][C:36]([CH3:37])=[O:38].[CH3:44][OH:45].[OH:1][CH2:2][CH:3]([CH2:4][c:5]1[cH:6][cH:7][cH:8][cH:9][cH:10]1)[NH:11][c:12]1[c:13](-[c:19]2[n:20][c:21]3[c:22]([nH:23]2)[cH:24][c:25]([N:29]2[CH2:30][CH2:31][NH:32][CH2:33][CH2:34]2)[cH:26][c:27]3[CH3:28])[c:14](=[O:18])[nH:15][cH:16][cH:17]1>>[OH:1][CH2:2][CH:3]([CH2:4][c:5]1[cH:6][cH:7][cH:8][cH:9][cH:10]1)[NH:11][c:12]1[c:13](-[c:19]2[n:20][c:21]3[c:22]([nH:23]2)[cH:24][c:25]([N:29]2[CH2:30][CH2:31][N:32]([CH:36]([CH3:35])[CH3:37])[CH2:33][CH2:34]2)[cH:26][c:27]3[CH3:28])[c:14](=[O:18])[nH:15][cH:16][cH:17]1. Starting materials: O=C1NOC(=C1)[C@@H]1C[C@@H](N(CC1)C(=O)OC)CC1=CC=C(C=C1)OC(F)(F)F ((2R,4S)-methyl 4-(3-oxo-2,3-dihydroisoxazol-5-yl)-2-(4-(trifluoromethoxy)benzyl)-piperidine-1-carboxylate), Br (hydrogen bromide). Reaction conditions: time 8 hour. The product is FC(OC1=CC=C(C[C@@H]2NCC[C@@H](C2)C2=CC(NO2)=O)C=C1)(F)F (5-((2R,4S)-2-(4-(trifluoromethoxy)benzyl)-piperidin-4-yl)isoxazol-3(2H)-one). The yield is 9.3%. As a reaction SMILES: [O:1]=[C:2]1[CH:6]=[C:5]([C@H:7]2[CH2:12][CH2:11][N:10](C(OC)=O)[C@@H:9]([CH2:17][C:18]3[CH:23]=[CH:22][C:21]([O:24][C:25]([F:28])([F:27])[F:26])=[CH:20][CH:19]=3)[CH2:8]2)[O:4][NH:3]1.Br>>[F:28][C:25]([F:26])([F:27])[O:24][C:21]1[CH:22]=[CH:23][C:18]([CH2:17][C@H:9]2[CH2:8][C@@H:7]([C:5]3[O:4][NH:3][C:2](=[O:1])[CH:6]=3)[CH2:12][CH2:11][NH:10]2)=[CH:19][CH:20]=1. Reported procedure: (2R,4S)-methyl 4-(3-oxo-2,3-dihydroisoxazol-5-yl)-2-(4-(trifluoromethoxy)benzyl)-piperidine-1-carboxylate (0.690 g, 1.72 mmol) was dissolved in hydrogen bromide (33% in acetic acid, 13.58 mL, 77.56 mmol) and the mixture stirred at room temperature overnight. The solvent was evaporated and the residue purified by preparative HPLC (Instrument: FractionLynx III, Mobilphase: gradient 5-95% MeCN in 0.2% NH3, pH 10, Column: Xbridge Prep C18 5 μm OBD 19*150 mm) to yield 5-((2R,4S)-2-(4-(trifluoromethox... Reactants: C1(CC1)C(=O)NC=1N=CC2=CC(=CC=C2C1)C=1C=C(C(=O)NC2(CCC2)C(=O)OCC)C=CC1C (ethyl 1-(3-(3-(cyclopropanecarboxamido)isoquinolin-7-yl)-4-methylbenzamido)cyclobutanecarboxylate), [H-].[Al+3].[Li+].[H-].[H-].[H-] (lithium aluminum hydride), O1CCCC1 (tetrahydrofuran), [H-].[Al+3].[Li+].[H-].[H-].[H-] (lithium aluminum hydride). Reaction conditions: temperature 0 celsius, time 1.5 hour. Product: C1(CC1)C(=O)NC=1N=CC2=CC(=CC=C2C1)C=1C=C(C(=O)NC2(CCC2)CO)C=CC1C (3-(3-(cyclopropanecarboxamido)isoquinolin-7-yl)-N-(1-(hydroxymethyl)cyclobutyl)-4-methylbenzamide). Isolated yield 10.5%. Reaction SMILES: [CH:1]1([C:4]([NH:6][C:7]2[N:8]=[CH:9][C:10]3[C:15]([CH:16]=2)=[CH:14][CH:13]=[C:12]([C:17]2[CH:18]=[C:19]([CH:32]=[CH:33][C:34]=2[CH3:35])[C:20]([NH:22][C:23]2([C:27](OCC)=[O:28])[CH2:26][CH2:25][CH2:24]2)=[O:21])[CH:11]=3)=[O:5])[CH2:3][CH2:2]1.O1CCCC1.[H-].[Al+3].[Li+].[H-].[H-].[H-]>>[CH:1]1([C:4]([NH:6][C:7]2[N:8]=[CH:9][C:10]3[C:15]([CH:16]=2)=[CH:14][CH:13]=[C:12]([C:17]2[CH:18]=[C:19]([CH:32]=[CH:33][C:34]=2[CH3:35])[C:20]([NH:22][C:23]2([CH2:27][OH:28])[CH2:26][CH2:25][CH2:24]2)=[O:21])[CH:11]=3)=[O:5])[CH2:2][CH2:3]1 |f:2.3.4.5.6.7|. Procedure: To a solution of ethyl 1-(3-(3-(cyclopropanecarboxamido)isoquinolin-7-yl)-4-methylbenzamido)cyclobutanecarboxylate (153.8 mg; 0.3261 mmol) in tetrahydrofuran (5.0 mL; 62 mmol) at 0° C. was dropwise added lithium aluminum hydride (1.0 M in THF) (0.50 mL; 0.50 mmol). The reaction mixture was stirred at 0° C. for 1.5 hours, followed by the addition of lithium aluminum hydride (1.0 M in THF) (0.20 mL; 0.2 mmol). After an additional 3 hours, the reaction was quenched by the sequential addition of 27 ... Product: O=C(CSc1ccc(F)cc1)NOC(c1ccccc1)(c1ccccc1)c1ccccc1. Reaction SMILES: [C:13]([c:14]1[cH:15][cH:16][cH:17][cH:18][cH:19]1)([c:20]1[cH:21][cH:22][cH:23][cH:24][cH:25]1)([c:26]1[cH:27][cH:28][cH:29][cH:30][cH:31]1)[O:32][NH2:33].[CH3:34][N:35]1[CH2:36][CH2:37][CH2:38][C:39]1=[O:40].[CH3:56][CH2:57][O:58][C:59]([CH3:60])=[O:61].[F:1][c:2]1[cH:3][cH:4][c:5]([S:8][CH2:9][C:10](=[O:11])[OH:12])[cH:6][cH:7]1.[O:51]=[CH:52][N:53]([CH3:54])[CH3:55].[OH2:62].[OH:41][n:42]1[c:43]2[c:44]([cH:45][cH:46][cH:47][cH:48]2)[n:49][n:50]1>>[F:1][c:2]1[cH:3][cH:4][c:5]([S:8][CH2:9][C:10](=[O:12])[NH:33][O:32][C:13]([c:14]2[cH:15][cH:16][cH:17][cH:18][cH:19]2)([c:20]2[cH:21][cH:22][cH:23][cH:24][cH:25]2)[c:26]2[cH:27][cH:28][cH:29][cH:30][cH:31]2)[cH:6][cH:7]1. The reactants are NOC(c1ccccc1)(c1ccccc1)c1ccccc1, CN1CCCC1=O, CCOC(C)=O, O=C(O)CSc1ccc(F)cc1, CN(C)C=O, O, On1nnc2ccccc21. Reactants: COC1=C(C(=CC=C1)OC)CCCC1=CC=CC=C1 (1,3-dimethoxy-2-(3-phenylpropyl)benzene), CCOCC (ether), C(C)(=O)Cl (acetyl chloride), [Cl-].[Al+3].[Cl-].[Cl-] (aluminum chloride). The solvent is ClCCl (dichloromethane). Reaction conditions: time 2 hour. Product: COC1=C(C=CC(=C1CCCC1=CC=CC=C1)OC)C(C)=O (1-[2,4-Dimethoxy-3-(3-phenylpropyl)phenyl]ethanone). The yield is 56.2%. As a reaction SMILES: [CH3:1][O:2][C:3]1[CH:8]=[CH:7][CH:6]=[C:5]([O:9][CH3:10])[C:4]=1[CH2:11][CH2:12][CH2:13][C:14]1[CH:19]=[CH:18][CH:17]=[CH:16][CH:15]=1.[C:20](Cl)(=[O:22])[CH3:21].[Cl-].[Al+3].[Cl-].[Cl-].CCOCC>ClCCl>[CH3:10][O:9][C:5]1[C:4]([CH2:11][CH2:12][CH2:13][C:14]2[CH:15]=[CH:16][CH:17]=[CH:18][CH:19]=2)=[C:3]([O:2][CH3:1])[CH:8]=[CH:7][C:6]=1[C:20](=[O:22])[CH3:21] |f:2.3.4.5|. Reported procedure: A solution of 15.28 g (59.6 mmol) of 1,3-dimethoxy-2-(3-phenylpropyl)benzene from the preceding example, and 4.68 g (59.6 mmol) of acetyl chloride, in 306 mL of dichloromethane was stirred at -5° to 0° C. and 7.95 g (59.6 mmol) of aluminum chloride was added. The resulting mixture was stirred at -5° to 0° C. for 2 hr and then allowed to warm to room temperature before being poured onto ice. Work-up with ether in the usual manner gave a product which was chromatographed on silica gel. Elution wit... As a reaction SMILES: [CH2:30]1[O:31][CH2:32][CH2:33][CH2:34]1.[CH3:1][O:2][C:3](=[O:4])[c:5]1[n:6][n:7]([CH2:14][c:15]2[n:16][o:17][c:18](-[c:20]3[s:21][c:22]([Cl:25])[cH:23][cH:24]3)[cH:19]2)[c:8]([C:10](=[O:11])[O:12][CH3:13])[cH:9]1.[ClH:28].[Na+:27].[OH-:26].[OH2:29]>>[CH3:1][O:2][C:3](=[O:4])[c:5]1[n:6][n:7]([CH2:14][c:15]2[n:16][o:17][c:18](-[c:20]3[s:21][c:22]([Cl:25])[cH:23][cH:24]3)[cH:19]2)[c:8]([C:10](=[O:11])[OH:12])[cH:9]1. The product is COC(=O)c1cc(C(=O)O)n(Cc2cc(-c3ccc(Cl)s3)on2)n1. Reactants: C1CCOC1, COC(=O)c1cc(C(=O)OC)n(Cc2cc(-c3ccc(Cl)s3)on2)n1, Cl, [Na+], [OH-], O. Product: ClC1=CC=C(C=C1)N1C(=C(C=C1)C(F)(F)F)COC1=C(C(=C(C=C1)CCC(=O)O)F)F (3-(4-{[1-(4-Chlorophenyl)-3-(trifluoromethyl)-1H-pyrrol-2-yl]methoxy}-2,3-difluorophenyl)propanoic acid). As a reaction SMILES: [Cl:1][C:2]1[CH:7]=[CH:6][C:5]([N:8]2[CH:12]=[CH:11][C:10]([C:13]([F:16])([F:15])[F:14])=[C:9]2[CH2:17][OH:18])=[CH:4][CH:3]=1.[F:19][C:20]1[C:25]([F:26])=[C:24](O)[CH:23]=[CH:22][C:21]=1[CH2:28][CH2:29][C:30]([O:32]CC)=[O:31]>>[Cl:1][C:2]1[CH:3]=[CH:4][C:5]([N:8]2[CH:12]=[CH:11][C:10]([C:13]([F:14])([F:15])[F:16])=[C:9]2[CH2:17][O:18][C:24]2[CH:23]=[CH:22][C:21]([CH2:28][CH2:29][C:30]([OH:32])=[O:31])=[C:20]([F:19])[C:25]=2[F:26])=[CH:6][CH:7]=1. Reactants: ClC1=CC=C(C=C1)N1C(=C(C=C1)C(F)(F)F)CO ((1-(4-chlorophenyl)-3-(trifluoromethyl)-1H-pyrrol-2-yl)methanol), FC1=C(C=CC(=C1F)O)CCC(=O)OCC (ethyl 3-(2,3-difluoro-4-hydroxyphenyl)propanoate). Reported procedure: The title compound was prepared by reacting the product prepared in Step D of Example 1 and ethyl 3-(2,3-difluoro-4-hydroxyphenyl)propanoate, according to the procedures described in Example 1, Steps E and F. Reactants: CCOC(=O)CCCBr, CC1=C2CCNCC2c2ccccc21, Cl. Yields the product CCOC(=O)CCCN1CCC2=C(C)c3ccccc3C2C1. As a reaction SMILES: [CH2:15]([CH3:16])[O:17][C:18]([CH2:19][CH2:20][CH2:21][Br:22])=[O:23].[CH3:1][C:2]1=[C:14]2[CH:9]([c:8]3[c:3]1[cH:4][cH:5][cH:6][cH:7]3)[CH2:10][NH:11][CH2:12][CH2:13]2.[ClH:24]>>[CH3:1][C:2]1=[C:14]2[CH:9]([c:8]3[c:3]1[cH:4][cH:5][cH:6][cH:7]3)[CH2:10][N:11]([CH2:21][CH2:20][CH2:19][C:18]([O:17][CH2:15][CH3:16])=[O:23])[CH2:12][CH2:13]2.